The task is: describe an organic reaction: reactants, conditions, products, and yield. This data is from the Open Reaction Database (ORD), a public repository of structured organic reaction records. The reactants are COc1ccc(CNc2ncc(OCCSC)cn2)cc1, O=C(O)C(F)(F)F. Yields the product CSCCOc1cnc(N)nc1. As a reaction SMILES: [CH3:1][O:2][c:3]1[cH:4][cH:5][c:6]([CH2:7][NH:8][c:9]2[n:10][cH:11][c:12]([O:15][CH2:16][CH2:17][S:18][CH3:19])[cH:13][n:14]2)[cH:20][cH:21]1.[OH:22][C:23]([C:24]([F:25])([F:26])[F:27])=[O:28]>>[NH2:8][c:9]1[n:10][cH:11][c:12]([O:15][CH2:16][CH2:17][S:18][CH3:19])[cH:13][n:14]1. Starting materials: BrC=1C=CC(=NC1)N1CCN(CC1)C(=O)OCC(=O)OCC (2-(ethyloxy)-2-oxoethyl 4-(5-bromo-2-pyridyl)-1-piperazinecarboxylate), FC(C1=CC=C(C=C1)B(O)O)(F)F (4-(trifluoromethyl)phenylboronic acid), hydrated potassium phosphate, product. Reagents/catalysts: C=1C=CC(=CC1)[P](C=2C=CC=CC2)(C=3C=CC=CC3)[Pd]([P](C=4C=CC=CC4)(C=5C=CC=CC5)C=6C=CC=CC6)([P](C=7C=CC=CC7)(C=8C=CC=CC8)C=9C=CC=CC9)[P](C=1C=CC=CC1)(C=1C=CC=CC1)C=1C=CC=CC1 (tetrakis(triphenylphosphine)palladium). Solvent: C(C)(=O)OCC (ethyl acetate), C1CCCCC1 (cyclohexane). Product: FC(C1=CC=C(C=C1)C=1C=CC(=NC1)N1CCN(CC1)C(=O)OCC(=O)OCC)(F)F (2-(ethyloxy)-2-oxoethyl 4-{5-[4-(trifluoromethyl)phenyl]-2-pyridyl}-1-piperazinecarboxylate). RXN SMILES: Br[C:2]1[CH:3]=[CH:4][C:5]([N:8]2[CH2:13][CH2:12][N:11]([C:14]([O:16][CH2:17][C:18]([O:20][CH2:21][CH3:22])=[O:19])=[O:15])[CH2:10][CH2:9]2)=[N:6][CH:7]=1.[F:23][C:24]([F:35])([F:34])[C:25]1[CH:30]=[CH:29][C:28](B(O)O)=[CH:27][CH:26]=1>C(OCC)(=O)C.C1CCCCC1.C1C=CC([P]([Pd]([P](C2C=CC=CC=2)(C2C=CC=CC=2)C2C=CC=CC=2)([P](C2C=CC=CC=2)(C2C=CC=CC=2)C2C=CC=CC=2)[P](C2C=CC=CC=2)(C2C=CC=CC=2)C2C=CC=CC=2)(C2C=CC=CC=2)C2C=CC=CC=2)=CC=1>[F:23][C:24]([F:35])([F:34])[C:25]1[CH:30]=[CH:29][C:28]([C:2]2[CH:3]=[CH:4][C:5]([N:8]3[CH2:13][CH2:12][N:11]([C:14]([O:16][CH2:17][C:18]([O:20][CH2:21][CH3:22])=[O:19])=[O:15])[CH2:10][CH2:9]3)=[N:6][CH:7]=2)=[CH:27][CH:26]=1 |^1:51,53,72,91|. Procedure details: The process is performed according to the procedure described in Example 1 (step 1.3.). Starting with 4 g (10.75 mmol) of 2-(ethyloxy)-2-oxoethyl 4-(5-bromo-2-pyridyl)-1-piperazinecarboxylate, obtained in step 3.3. of Example 3, 5.50 g (28.96 mmol) of 4-(trifluoromethyl)phenylboronic acid, 9.12 g (42.99 mmol) of hydrated potassium phosphate and 1.24 g (1.07 mmol) of tetrakis(triphenylphosphine)palladium, and after chromatography on silica gel, eluting with a 30/70 mixture of ethyl acetate and cy...